Dataset: the Open Reaction Database (ORD), a public repository of structured organic reaction records. Task: describe an organic reaction: reactants, conditions, products, and yield Starting materials: OBO, O=C(O)c1ccccc1, CC#N, Clc1cccnc1Cl, [K+], [K+], O=C([O-])[O-]. Yields the product O=C(O)c1ccc(-c2ncccc2Cl)cc1. Reaction SMILES: [BH:1]([OH:2])[OH:3].[C:4](=[O:5])([OH:6])[c:7]1[cH:8][cH:9][cH:10][cH:11][cH:12]1.[CH3:27][C:28]#[N:29].[Cl:13][c:14]1[n:15][cH:16][cH:17][cH:18][c:19]1[Cl:20].[K+:21].[K+:22].[O-:23][C:24]([O-:25])=[O:26]>>[C:4](=[O:5])([OH:6])[c:7]1[cH:8][cH:9][c:10](-[c:14]2[n:15][cH:16][cH:17][cH:18][c:19]2[Cl:20])[cH:11][cH:12]1. Reactants: CN(C(C1=CC(=C(C(=C1)OC)OC)OC)=O)C[C@@H](CC=C)C1=CC(=C(C=C1)Cl)Cl ((S)-N-methyl-N-(2-(3,4-dichlorophenyl)pent-4-enyl)-3,4,5-trimethoxybenzamide), I(=O)(=O)(=O)[O-].[Na+] (sodium meta-periodate), S(=S)(=O)([O-])[O-].[Na+].[Na+] (sodium thiosulfate), C[N+]1(CCOCC1)[O-] (N-methylmorpholine N-oxide), solution. Reagents/catalysts: [Os](=O)(=O)(=O)=O (osmium tetraoxide). The solvent is CO.ClCCl (methanol dichloromethane), CC(=O)C.C(C)(C)(C)O.O (acetone t-butanol water), O1CCCC1.O (tetrahydrofuran water), CO.ClCCl (methanol dichloromethane). Reaction conditions: time 2 hour. Yields the product CN(C(C1=CC(=C(C(=C1)OC)OC)OC)=O)C[C@@H](CC=O)C1=CC(=C(C=C1)Cl)Cl ((S)-N-Methyl-N-(2-(3,4-dichlorophenyl)-4-oxobutyl)-3,4,5-trimethoxybenzamide). Reaction SMILES: [CH3:1][N:2]([CH2:17][C@H:18]([C:22]1[CH:27]=[CH:26][C:25]([Cl:28])=[C:24]([Cl:29])[CH:23]=1)[CH2:19][CH:20]=C)[C:3](=[O:16])[C:4]1[CH:9]=[C:8]([O:10][CH3:11])[C:7]([O:12][CH3:13])=[C:6]([O:14][CH3:15])[CH:5]=1.C[N+]1([O-])CC[O:34]CC1.S([O-])([O-])(=O)=S.[Na+].[Na+].I([O-])(=O)(=O)=O.[Na+]>[Os](=O)(=O)(=O)=O.CO.ClCCl.O1CCCC1.O.CC(C)=O.C(O)(C)(C)C.O>[CH3:1][N:2]([CH2:17][C@H:18]([C:22]1[CH:27]=[CH:26][C:25]([Cl:28])=[C:24]([Cl:29])[CH:23]=1)[CH2:19][CH:20]=[O:34])[C:3](=[O:16])[C:4]1[CH:9]=[C:8]([O:10][CH3:11])[C:7]([O:12][CH3:13])=[C:6]([O:14][CH3:15])[CH:5]=1 |f:2.3.4,5.6,8.9,10.11,12.13.14|. Procedure details: Combine (S)-N-methyl-N-(2-(3,4-dichlorophenyl)pent-4-enyl)-3,4,5-trimethoxybenzamide (1.39 g, 3.17 mmol), acetone/t-butanol/water (2/1/1, 32 mL), and a solution of N-methylmorpholine N-oxide (0.89 g 50% in water, 1.2). Add a solution of osmium tetraoxide (1.2 g, 4% in water, 0.06 mmol). After 2 hours, evaporate in vacuo to remove most of the acetone and partition the evaporated reaction mixture between dichloromethane and an aqueous 10% solution of sodium thiosulfate. Separate the layers, extrac... Run in FC(C(=O)O)(F)F (trifluoroacetic acid). Product: BrC=1C=C(C=C(OCC(=O)O)C1)C(=O)OCC (2-(5-Bromo-3-ethoxycarbonyl-phenoxy)-acetic acid). Reported procedure: A solution of 2-(5-bromo-3-methoxycarbonyl-phenoxy)-acetic acid tert-butyl ester (12.8 g) in a mixture of dichloromethane (100 ml) and trifluoroacetic acid (100 ml) was stored at room temperature for 2 h. The solution was concentrated under reduced pressure. The residual solid was suspended in toluene and the solvent removed under reduced pressure to give the title compound as a brown solid (10.6 g). Reactants: C(C)(C)(C)OC(COC1=CC(=CC(=C1)Br)C(=O)OC)=O (2-(5-bromo-3-methoxycarbonyl-phenoxy)-acetic acid tert-butyl ester), ClCCl (dichloromethane). Reaction conditions: time 2 hour. RXN SMILES: C([O:5][C:6](=[O:20])[CH2:7][O:8][C:9]1[CH:14]=[C:13]([Br:15])[CH:12]=[C:11]([C:16]([O:18][CH3:19])=[O:17])[CH:10]=1)(C)(C)C.Cl[CH2:22]Cl>FC(F)(F)C(O)=O>[Br:15][C:13]1[CH:12]=[C:11]([C:16]([O:18][CH2:19][CH3:22])=[O:17])[CH:10]=[C:9]([CH:14]=1)[O:8][CH2:7][C:6]([OH:5])=[O:20]. The reactants are NCC=1C=C2C(N(C(NC2=CC1C(F)(F)F)=O)NS(=O)(=O)C)=O (N-(6-aminomethyl-2,4-dioxo-7-trifluoromethyl-1,4-dihydro-2H-quinazolin-3-yl)-methanesulfonamide), COC1OC(CC1)OC (2,5-dimethoxytetrahydrofurane). The solvent is CC(=O)O (CH3CO2H). Run at time 20 minute. Yields the product O=C1NC2=CC(=C(C=C2C(N1NS(=O)(=O)C)=O)CN1C=CC=C1)C(F)(F)F (N-(2,4-dioxo-6-pyrrol-1-ylmethyl-7-trifluoromethyl-1,4-dihydro-2H-quinazolin-3-yl)-methanesulfonamide). Isolated yield 96.4%. As a reaction SMILES: [NH2:1][CH2:2][C:3]1[CH:4]=[C:5]2[C:10](=[CH:11][C:12]=1[C:13]([F:16])([F:15])[F:14])[NH:9][C:8](=[O:17])[N:7]([NH:18][S:19]([CH3:22])(=[O:21])=[O:20])[C:6]2=[O:23].CO[CH:26]1[CH2:30][CH2:29][CH:28](OC)O1>CC(O)=O>[O:17]=[C:8]1[N:7]([NH:18][S:19]([CH3:22])(=[O:20])=[O:21])[C:6](=[O:23])[C:5]2[C:10](=[CH:11][C:12]([C:13]([F:15])([F:16])[F:14])=[C:3]([CH2:2][N:1]3[CH:26]=[CH:30][CH:29]=[CH:28]3)[CH:4]=2)[NH:9]1. Procedure details: To a solution of N-(6-aminomethyl-2,4-dioxo-7-trifluoromethyl-1,4-dihydro-2H-quinazolin-3-yl)-methanesulfonamide (100 mg, 0.28 mmol) in conc. CH3CO2H (8 mL) was added 2,5-dimethoxytetrahydrofurane (41.3 μL, 0.31 mmol) and the reaction mixture was stirred for 20 min at reflux temperature. Subsequently, the solvent was evaporated and the crude brown residue was recrystallized from EtOAc/cyclohexane to yield N-(2,4-dioxo-6-pyrrol-1-ylmethyl-7-trifluoromethyl-1,4-dihydro-2H-quinazolin-3-yl)-methanes... Reactants: O=C(NC1=C(F)C(F)=C(C(F)=C1F)C(F)(F)F)C2=CC=C(OC)C=C2. Reagents/catalysts: [Na].O=S(=O)(O)C1=CC=C(C=C1)C, O=C(C=CC1=CC=C(C=C1)C(F)(F)F)C=CC2=CC=C(C=C2)C(F)(F)F, [K].O=S(=O)(O)OOS(=O)(=O)O, O1B(OC(C)(C)C1(C)C)B2OC(C)(C)C(O2)(C)C, [Pd].O=C(O)C. Run in N#CC. Run at temperature 80 celsius, time 24 hour. The product is O=C(NC1=C(F)C(F)=C(C(F)=C1F)C(F)(F)F)C2=CC=C(OC)C=C2B3OC(C)(C)C(O3)(C)C. Isolated yield 67.0%. Reactants: solution, Cl (hydrochloric acid), BrC=1C=C2C(=NC1)N(C(=N2)CN2C(N(C1=C2C=NC=C1)C1CC1)=O)CCC(C)C (3-((6-bromo-3-isopentyl-3H-imidazo[4,5-b]pyridin-2-yl)methyl)-1-cyclopropyl-1H-imidazo[4,5-c]pyridin-2(3H)-one), 4,4,4′,4′,5,5,5′,5′-octamethyl-2,2′-bi, O1BOCC1 (1,3,2-dioxaborolane), C(C)(=O)[O-].[K+] (potassium acetate), dichloro(diphenylphosphinoferrocene)palladium. Solvent: O (water), CO (methanol), O1CCOCC1 (dioxane). Reaction conditions: time 10 minute. The product is C1(CC1)N1C(N(C=2C=NC=CC21)CC2=NC=1C(=NC=C(C1)B(O)O)N2CCC(C)C)=O (2-((1-cyclopropyl-2-oxo-1H-imidazo[4,5-c]pyridin-3(2H)-yl)methyl)-3-isopentyl-3H-imidazo[4,5-b]pyridin-6-ylboronic acid), solid. Yield: 67.0%. RXN SMILES: Br[C:2]1[CH:3]=[C:4]2[N:10]=[C:9]([CH2:11][N:12]3[C:16]4[CH:17]=[N:18][CH:19]=[CH:20][C:15]=4[N:14]([CH:21]4[CH2:23][CH2:22]4)[C:13]3=[O:24])[N:8]([CH2:25][CH2:26][CH:27]([CH3:29])[CH3:28])[C:5]2=[N:6][CH:7]=1.[O:30]1CC[O:32][BH:31]1.C([O-])(=O)C.[K+].Cl>O1CCOCC1.CO.O>[CH:21]1([N:14]2[C:15]3[CH:20]=[CH:19][N:18]=[CH:17][C:16]=3[N:12]([CH2:11][C:9]3[N:8]([CH2:25][CH2:26][CH:27]([CH3:29])[CH3:28])[C:5]4=[N:6][CH:7]=[C:2]([B:31]([OH:32])[OH:30])[CH:3]=[C:4]4[N:10]=3)[C:13]2=[O:24])[CH2:23][CH2:22]1 |f:2.3|. Procedure details: The mixture of compound 16 (0.5 g, 1 mmol), 4,4,4′,4′,5,5,5′,5′-octamethyl-2,2′-bi(1,3,2-dioxaborolane (0.382 g, 1.5 mmol) and potassium acetate (0.16 g, 1.6 mmol) in dioxane (20 mL) under argon atmosphere was stirred at room temperature for 10 minutes. To the resulting mixture dichloro(diphenylphosphinoferrocene)palladium (39 mg, 0.05 mmol) was added. The resulting mixture was warmed to 115° C. for 3 hours. The mixture was allowed to cool down to room temperature then the solvent was removed. T... Starting materials: CCOC(C)=O, CC(=O)OCC(=O)Nc1cc(-c2ccccc2C)c(N(C)C(=O)C(C)(C)c2cc(C(F)(F)F)cc(C(F)(F)F)c2)cn1, [Na+], C1CCOC1, [OH-]. Yields the product Cc1ccccc1-c1cc(NC(=O)CO)ncc1N(C)C(=O)C(C)(C)c1cc(C(F)(F)F)cc(C(F)(F)F)c1. RXN SMILES: [CH3:45][CH2:46][O:47][C:48](=[O:49])[CH3:50].[F:1][C:2]([c:3]1[cH:4][c:5]([C:13]([C:14](=[O:15])[N:16]([c:17]2[c:18](-[c:31]3[c:32]([CH3:37])[cH:33][cH:34][cH:35][cH:36]3)[cH:19][c:20]([NH:23][C:24](=[O:25])[CH2:26][O:27][C:28](=[O:29])[CH3:30])[n:21][cH:22]2)[CH3:38])([CH3:39])[CH3:40])[cH:6][c:7]([C:9]([F:10])([F:11])[F:12])[cH:8]1)([F:41])[F:42].[Na+:44].[O:51]1[CH2:52][CH2:53][CH2:54][CH2:55]1.[OH-:43]>>[F:1][C:2]([c:3]1[cH:4][c:5]([C:13]([C:14](=[O:15])[N:16]([c:17]2[c:18](-[c:31]3[c:32]([CH3:37])[cH:33][cH:34][cH:35][cH:36]3)[cH:19][c:20]([NH:23][C:24](=[O:25])[CH2:26][OH:27])[n:21][cH:22]2)[CH3:38])([CH3:39])[CH3:40])[cH:6][c:7]([C:9]([F:10])([F:11])[F:12])[cH:8]1)([F:41])[F:42]. The reactants are FC=1C=C(C=CC1)O (3-fluorophenol), C([O-])([O-])=O.[K+].[K+] (potassium carbonate), BrCC(=O)OCC (ethyl bromoacetate), CCOCC (Et2O). Solvent: CN(C)C=O (DMF). Conditions: temperature 70 celsius, time 18 hour. Product: C(C)OC(COC1=CC(=CC=C1)F)=O (3-Fluorophenoxyacetic acid ethyl ester). Isolated yield 80.7%. Reaction SMILES: [F:1][C:2]1[CH:3]=[C:4]([OH:8])[CH:5]=[CH:6][CH:7]=1.C(=O)([O-])[O-].[K+].[K+].Br[CH2:16][C:17]([O:19][CH2:20][CH3:21])=[O:18].CCOCC>CN(C=O)C>[CH2:20]([O:19][C:17](=[O:18])[CH2:16][O:8][C:4]1[CH:5]=[CH:6][CH:7]=[C:2]([F:1])[CH:3]=1)[CH3:21] |f:1.2.3|. Procedure details: To a solution of 3-fluorophenol (2.24 g, 20.0 mmol) in DMF (40 mL) is added potassium carbonate (3.03 g, 22.0 mmol) and ethyl bromoacetate (2.34 mL, 21.0 mmol), and the mixture is stirred at 70° C. for 18 h. The mixture is cooled to RT, Et2O is added, and the mixture is washed with water, brine, then dried (MgSO4), and filtered. The filtrate is evaporated, and the residue is vacuum distilled to give 3.2 g of the product 432. The product is Cl.FC1=C2OC(C3=C4C=CC(=CC4=CC=C3C2=CC(=C1)F)O)C1=CC=C(C=C1)OCCN1CCCCC1 (7,9-Difluoro-5-[4-(2-piperidin-1-yl-ethoxy)-phenyl]-5H-6-oxa-chrysen-2-ol hydrochloride salt). Starting materials: Cl (HCl), CCOCC (ether), FC1=C2OC(C3=C4C=CC(=CC4=CC=C3C2=CC(=C1)F)O)C1=CC=C(C=C1)OCCN1CCCCC1 (7,9-difluoro-5-[4-(2-piperidin-1-yl-ethoxy)-phenyl]-5H-6-oxa-chrysen-2-ol). Reported procedure: Dissolve 7,9-difluoro-5-[4-(2-piperidin-1-yl-ethoxy)-phenyl]-5H-6-oxa-chrysen-2-ol (1.6 g, 3.3 mmol) in methylene chloride (20 mL). Add 2M HCl in ether (3.3 mL, 6.6 mmol) and concentrate in vacuo. Dissolve the residue in methylene chloride (5 mL) and add dropwise to vigorously stirred ether (30 mL). Filter the precipitate and dry in a 50° C. vacuum oven overnight to obtain 1.5 g (87%) of the title compound. Mass spectrum (ion spray): m/z=488.3 (M+H−HCl). As a reaction SMILES: [F:1][C:2]1[CH:19]=[C:18]([F:20])[CH:17]=[C:16]2[C:3]=1[O:4][CH:5]([C:22]1[CH:27]=[CH:26][C:25]([O:28][CH2:29][CH2:30][N:31]3[CH2:36][CH2:35][CH2:34][CH2:33][CH2:32]3)=[CH:24][CH:23]=1)[C:6]1[C:15]2=[CH:14][CH:13]=[C:12]2[C:7]=1[CH:8]=[CH:9][C:10]([OH:21])=[CH:11]2.[ClH:37].CCOCC>C(Cl)Cl>[ClH:37].[F:1][C:2]1[CH:19]=[C:18]([F:20])[CH:17]=[C:16]2[C:3]=1[O:4][CH:5]([C:22]1[CH:23]=[CH:24][C:25]([O:28][CH2:29][CH2:30][N:31]3[CH2:32][CH2:33][CH2:34][CH2:35][CH2:36]3)=[CH:26][CH:27]=1)[C:6]1[C:15]2=[CH:14][CH:13]=[C:12]2[C:7]=1[CH:8]=[CH:9][C:10]([OH:21])=[CH:11]2 |f:4.5|. Yield: 87.0%. Run in C(Cl)Cl (methylene chloride).